This data is from the Open Reaction Database (ORD), a public repository of structured organic reaction records. The task is: describe an organic reaction: reactants, conditions, products, and yield Reactants: NC(=N)N.[N+](=O)(O)[O-].NC(=N)N (guanidine guanidine nitrate), C(C)(=O)OC\1C(CCC(CC(=O)OC(C(/C=C1)C)\C(=C\C=C\C(CC1C(C(C(CC)O[Si](C(C)C)(CC)CC)C)O1)(C)O)\C)O[Si](C(C)C)(CC)CC)C ((8E,12E,14E)-7-acetoxy-3,21-bis(diethylisopropylsiloxy)-16-hydroxy-6,10,12,16,20-pentamethyl-18,19-epoxytricosa-8,12,14-trien-11-olide). The solvent is C(C)(=O)OCC (ethyl acetate). Run at time 13 hour. Yields the product C(C)[Si](OC1CC(=O)OC(C(/C=C/C(C(CC1)C)O)C)\C(=C\C=C\C(CC1C(C(C(CC)O[Si](C(C)C)(CC)CC)C)O1)(C)O)\C)(C(C)C)CC ((8E,12E,14E)-3,21-bis(diethylisopropylsiloxy)-7,16-dihydroxy-6,10,12,16,20-pentamethyl-18,19-epoxytricosa-8,12,14-trien-11-olide). The yield is 93.4%. As a reaction SMILES: NC(N)=N.[N+]([O-])(O)=O.NC(N)=N.C([O:16][CH:17]1[CH:18]([CH3:66])[CH2:19][CH2:20][CH:21]([O:57][Si:58]([CH2:64][CH3:65])([CH2:62][CH3:63])[CH:59]([CH3:61])[CH3:60])[CH2:22][C:23]([O:25][CH:26](/[C:31](/[CH3:56])=[CH:32]/[CH:33]=[CH:34]/[C:35]([OH:55])([CH3:54])[CH2:36][CH:37]2[O:53][CH:38]2[CH:39]([CH3:52])[CH:40]([O:43][Si:44]([CH2:50][CH3:51])([CH2:48][CH3:49])[CH:45]([CH3:47])[CH3:46])[CH2:41][CH3:42])[CH:27]([CH3:30])[CH:28]=[CH:29]1)=[O:24])(=O)C>C(OCC)(=O)C>[CH2:64]([Si:58]([CH2:62][CH3:63])([CH:59]([CH3:60])[CH3:61])[O:57][CH:21]1[CH2:20][CH2:19][CH:18]([CH3:66])[CH:17]([OH:16])[CH:29]=[CH:28][CH:27]([CH3:30])[CH:26](/[C:31](/[CH3:56])=[CH:32]/[CH:33]=[CH:34]/[C:35]([OH:55])([CH3:54])[CH2:36][CH:37]2[O:53][CH:38]2[CH:39]([CH3:52])[CH:40]([O:43][Si:44]([CH2:48][CH3:49])([CH2:50][CH3:51])[CH:45]([CH3:47])[CH3:46])[CH2:41][CH3:42])[O:25][C:23](=[O:24])[CH2:22]1)[CH3:65] |f:0.1.2|. Procedure: A 0.2M guanidine/guanidine nitrate solution (methanol-methylene chloride, 9:1)(3.9 mL, 0.78 mmol) was added to (8E,12E,14E)-7-acetoxy-3,21-bis(diethylisopropylsiloxy)-16-hydroxy-6,10,12,16,20-pentamethyl-18,19-epoxytricosa-8,12,14-trien-11-olide (307 mg, 0.3868 mmol), and the reaction mixture was stirred at room temperature for 13 hours. The reaction mixture was diluted with ethyl acetate, and then the organic layer was washed with an aqueous solution of ammonium chloride. The resulting organic ... Starting materials: C(C)(C)(C)OC(=O)N1CCC(CC1)CN(C(C(=O)OCC)=O)CC1=CC=C(C(=O)O)C=C1 (4-({{[1-(tert-butoxycarbonyl)piperidin-4-yl]methyl}[ethoxy(oxo)acetyl]-amino}methyl)benzoic acid), C(=O)(C(F)(F)F)O (TFA). The solvent is C(Cl)Cl (DCM). Run at time 3 hour. Product: C(C)OC(C(=O)N(CC1CCNCC1)CC1=CC=C(C(=O)O)C=C1)=O (4-{[[ethoxy(oxo)acetyl](piperidin-4-ylmethyl)amino]methyl}benzoic acid). Yield: 176.0%. RXN SMILES: C(OC([N:8]1[CH2:13][CH2:12][CH:11]([CH2:14][N:15]([CH2:23][C:24]2[CH:32]=[CH:31][C:27]([C:28]([OH:30])=[O:29])=[CH:26][CH:25]=2)[C:16](=[O:22])[C:17]([O:19][CH2:20][CH3:21])=[O:18])[CH2:10][CH2:9]1)=O)(C)(C)C.C(O)(C(F)(F)F)=O>C(Cl)Cl>[CH2:20]([O:19][C:17](=[O:18])[C:16]([N:15]([CH2:23][C:24]1[CH:32]=[CH:31][C:27]([C:28]([OH:30])=[O:29])=[CH:26][CH:25]=1)[CH2:14][CH:11]1[CH2:12][CH2:13][NH:8][CH2:9][CH2:10]1)=[O:22])[CH3:21]. Procedure: To a solution of 4-({{[1-(tert-butoxycarbonyl)piperidin-4-yl]methyl}[ethoxy(oxo)acetyl]-amino}methyl)benzoic acid (5.80 g, 12.93 mmol) in DCM (150 mL) was added TFA (9.90 mL) and the resulting reaction mixture was stirred at rt for 3 h, evaporated under vacuum to give the title compound as a pink oil (7.93 g, 99.9%). 1H NMR (DMSO-d6, 300 MHz) δ 8.7 (m, 1H), 8.39 (m, 1H), 7.96 (d, 1H, J=8.3 Hz), 7.94 (d, 1H, J=8.3 Hz), 7.39 (d, 1H, J=8.3 Hz), 7.37 (d, 1H, J=8.3 Hz), 4.64 (s, 1H), 4.58 (s, 1H), 4.... The reactants are C#CC(C)(C)NCCC=O, O=C=Nc1nnc(C(F)(F)F)s1, c1ccccc1. Product: C#CC(C)(C)N(CCC=O)C(=O)Nc1nnc(C(F)(F)F)s1. RXN SMILES: [CH3:13][C:14]([C:15]#[CH:16])([CH3:17])[NH:18][CH2:19][CH2:20][CH:21]=[O:22].[F:1][C:2]([c:3]1[n:4][n:5][c:6]([N:8]=[C:9]=[O:10])[s:7]1)([F:11])[F:12].[cH:23]1[cH:24][cH:25][cH:26][cH:27][cH:28]1>>[F:1][C:2]([c:3]1[n:4][n:5][c:6]([NH:8][C:9](=[O:10])[N:18]([C:14]([CH3:13])([C:15]#[CH:16])[CH3:17])[CH2:19][CH2:20][CH:21]=[O:22])[s:7]1)([F:11])[F:12]. Starting materials: C1CCOC1, CCOC(=O)CNCc1ccc(-c2nc3ccc(C4(c5ccccc5)CC4)nc3s2)c(F)c1, [Li+], [OH-], O, O. The product is O=C(O)CNCc1ccc(-c2nc3ccc(C4(c5ccccc5)CC4)nc3s2)c(F)c1. Reaction SMILES: [CH2:38]1[O:39][CH2:40][CH2:41][CH2:42]1.[F:1][c:2]1[cH:3][c:4]([CH2:5][NH:6][CH2:7][C:8](=[O:9])[O:10][CH2:11][CH3:12])[cH:13][cH:14][c:15]1-[c:16]1[s:17][c:18]2[n:19][c:20]([C:25]3([c:28]4[cH:29][cH:30][cH:31][cH:32][cH:33]4)[CH2:26][CH2:27]3)[cH:21][cH:22][c:23]2[n:24]1.[Li+:37].[OH-:36].[OH2:34].[OH2:35]>>[F:1][c:2]1[cH:3][c:4]([CH2:5][NH:6][CH2:7][C:8](=[O:9])[OH:10])[cH:13][cH:14][c:15]1-[c:16]1[s:17][c:18]2[n:19][c:20]([C:25]3([c:28]4[cH:29][cH:30][cH:31][cH:32][cH:33]4)[CH2:26][CH2:27]3)[cH:21][cH:22][c:23]2[n:24]1. Starting materials: C(C)Br (ethyl bromide), C(C)C=1C=C(C=CC1)N(C#N)CC (N-(m-Ethylphenyl)-N-ethylcyanamide), C(C)C=1C=C(C=CC1)NC#N (m-ethylphenylcyanamide), [H-].[Na+] (sodium hydride). Run in C1CCOC1 (THF), CO (Methanol), O (water). Reaction conditions: time 6 hour. The product is C1(=CC=CC2=CC=CC=C12)NC(=N)N(CC)C1=CC(=CC=C1)CC (N-(1-naphthyl)-N'-(m-ethylphenyl)-N'-ethylguanidine). Yield: 88.0%. As a reaction SMILES: [CH2:1]([C:3]1[CH:4]=[C:5]([N:9]([CH2:12][CH3:13])C#N)[CH:6]=[CH:7][CH:8]=1)[CH3:2].[CH2:14]([C:16]1[CH:17]=[C:18]([NH:22][C:23]#[N:24])[CH:19]=[CH:20][CH:21]=1)[CH3:15].[H-].[Na+].[CH2:27](Br)[CH3:28]>C1COCC1.O.CO>[C:18]1([NH:22][C:23]([N:9]([C:5]2[CH:6]=[CH:7][CH:8]=[C:3]([CH2:1][CH3:2])[CH:4]=2)[CH2:12][CH3:13])=[NH:24])[C:17]2[C:16](=[CH:14][CH:15]=[CH:27][CH:28]=2)[CH:21]=[CH:20][CH:19]=1 |f:2.3|. Procedure details: N-(m-Ethylphenyl)-N-ethylcyanamide: A suspension of m-ethylphenylcyanamide (2.26 g, 15.45 mmol) and sodium hydride (820 mg, 34.2 mmol, pre-washed thrice with hexane) in anhydrous THF (20 ml) was heated at 80°-85° C. for 2.5 hours. After it was allowed to cool to room temperature ethyl bromide (4.66 g, 42.76 mmol) was added and continued stirring at room temperature for 6 hours. Methanol (20 ml) followed by water (40 ml) were added and then extracted with dichloromethane (3×25 ml). Concentration ... Starting materials: N1CCCCC1 (piperidine), C=O (formaldehyde), CC(C[C@H](C(C(=O)OC(C)(C)C)C(=O)O)C(=O)O)C (1-tert.butyl dihydrogen 4-methyl-1(RS),1,2(R)-pentanetricarboxylate). Run in C(C)(C)O (isopropyl alcohol). Conditions: time 8 hour. Product: C(C)(C)(C)OC(=O)C(=C)[C@H](C(=O)O)CC(C)C (2(R)-[1-(tertbutoxycarbonyl)vinyl]-4-methylvaleric acid). Yield: 74.3%. Reaction SMILES: N1CCCCC1.C=O.[CH3:9][CH:10]([CH3:27])[CH2:11][C@@H:12]([C:24]([OH:26])=[O:25])[CH:13]([C:21](O)=O)[C:14]([O:16][C:17]([CH3:20])([CH3:19])[CH3:18])=[O:15]>C(O)(C)C>[C:17]([O:16][C:14]([C:13]([C@@H:12]([CH2:11][CH:10]([CH3:27])[CH3:9])[C:24]([OH:26])=[O:25])=[CH2:21])=[O:15])([CH3:20])([CH3:19])[CH3:18]. Procedure details: 7.8 ml of piperidine and 20 ml of a 40% aqueous formaldehyde solution were added to a solution of 6.0 g of 1-tert.butyl dihydrogen 4-methyl-1(RS),1,2(R)-pentanetricarboxylate in 80 ml of isopropyl alcohol and the mixture was stirred overnight under a nitrogen atmosphere. The solvent was evaporated and the residue was dissolved in ethyl acetate. The ethyl acetate phase was washed in succession with 1M aqueous hydrochloric acid, warm water and brine and the dried over anhydrous magnesium sulphate.... The reactants are Cl.ClC1=CC=C(C=C1)C1N=C(CC2=CC=CC(=C12)OC)N(C)C (1-(4-chlorophenyl)-3-dimethylamino-8-methoxy-1,4-dihydroisoquinoline hydrochloride), Br (hydrobromic acid). The product is O.Br.ClC1=CC=C(C=C1)C1N=C(CC2=CC=CC(=C12)O)N(C)C (1-(4-Chlorophenyl)-3-dimethylamino-8-hydroxy-1,4-dihydroisoquinoline hydrobromide hydrate). RXN SMILES: Cl.[Cl:2][C:3]1[CH:8]=[CH:7][C:6]([CH:9]2[C:18]3[C:13](=[CH:14][CH:15]=[CH:16][C:17]=3[O:19]C)[CH2:12][C:11]([N:21]([CH3:23])[CH3:22])=[N:10]2)=[CH:5][CH:4]=1.[BrH:24]>>[OH2:19].[BrH:24].[Cl:2][C:3]1[CH:4]=[CH:5][C:6]([CH:9]2[C:18]3[C:13](=[CH:14][CH:15]=[CH:16][C:17]=3[OH:19])[CH2:12][C:11]([N:21]([CH3:23])[CH3:22])=[N:10]2)=[CH:7][CH:8]=1 |f:0.1,3.4.5|. Procedure details: A solution of 1-(4-chlorophenyl)-3-dimethylamino-8-methoxy-1,4-dihydroisoquinoline hydrochloride (0.9 g) in 48% aqueous hydrobromic acid (100 ml) was heated at 115°-120° C. for 2.5 h. The solution was evaporated to dryness in vacuo and recrystallised from methanol-water to afford the title compound, (0.66 g), m.p. 185°-187° C. Procedure details: 4-Bromo-2-fluorobenzaldehyde was reacted according to general procedure A using ethanol/dioxane as a solvent. The product of this reaction was subsequently coupled with 4-aminomethyl benzonitrile according to general procedure B to give (RS)-2-(4-bromo-2-fluoro-phenyl)-N-(4-cyano-benzyl)-2-ethoxy-acetamide. Light yellow oil. MS 391.1 ([M+H]+) Product: BrC1=CC(=C(C=C1)C(C(=O)NCC1=CC=C(C=C1)C#N)OCC)F ((RS)-2-(4-bromo-2-fluoro-phenyl)-N-(4-cyano-benzyl)-2-ethoxy-acetamide). Reactants: BrC1=CC(=C(C=O)C=C1)F (4-Bromo-2-fluorobenzaldehyde), NCC1=CC=C(C#N)C=C1 (4-aminomethyl benzonitrile), C(C)O.O1CCOCC1 (ethanol dioxane). RXN SMILES: [Br:1][C:2]1[CH:9]=[CH:8][C:5](C=O)=[C:4]([F:10])[CH:3]=1.[NH2:11][CH2:12][C:13]1[CH:20]=[CH:19][C:16]([C:17]#[N:18])=[CH:15][CH:14]=1.C(O)C.[O:24]1[CH2:29][CH2:28][O:27][CH2:26][CH2:25]1>>[Br:1][C:2]1[CH:9]=[CH:8][C:5]([CH:28]([O:27][CH2:26][CH3:25])[C:29]([NH:18][CH2:17][C:16]2[CH:19]=[CH:20][C:13]([C:12]#[N:11])=[CH:14][CH:15]=2)=[O:24])=[C:4]([F:10])[CH:3]=1 |f:2.3|. Reactants: Brc1cnc2[nH]nc(I)c2c1, COCCOCN1Nc2ncc(Br)cc2C1I, CCCC[N+](CCCC)(CCCC)CCCC, COC(C)OCCl, [H-], [I-], [Na+], CN(C)C=O. The product is COCCOCn1nc(I)c2cc(Br)cnc21. As a reaction SMILES: [Br:1][c:2]1[cH:3][c:4]2[c:5]([n:6][cH:7]1)[nH:8][n:9][c:10]2[I:11].[Br:21][c:22]1[cH:23][c:24]2[c:29]([n:30][cH:31]1)[NH:28][N:27]([CH2:32][O:33][CH2:34][CH2:35][O:36][CH3:37])[CH:25]2[I:26].[CH2:39]([N+:40]([CH2:41][CH2:42][CH2:43][CH3:44])([CH2:45][CH2:46][CH2:47][CH3:48])[CH2:49][CH2:50][CH2:51][CH3:52])[CH2:53][CH2:54][CH3:55].[CH3:14][O:15][CH:16]([O:17][CH2:18][Cl:19])[CH3:20].[H-:12].[I-:38].[Na+:13].[O:56]=[CH:57][N:58]([CH3:59])[CH3:60]>>[Br:1][c:2]1[cH:3][c:4]2[c:5]([n:6][cH:7]1)[n:8]([CH2:32][O:33][CH2:34][CH2:35][O:36][CH3:37])[n:9][c:10]2[I:11].